From a dataset of the Open Reaction Database (ORD), a public repository of structured organic reaction records. describe an organic reaction: reactants, conditions, products, and yield The reactants are FC(OC1=CC=C(C=C1)CC#N)(F)F (2-(4-(trifluoromethoxy)phenyl)acetonitrile), CO (methanol). The reagents and catalysts are [Ni] (raney nickel). Run in N (ammonia). Yields the product FC(OC1=CC=C(C=C1)CCN)(F)F (2-(4-(Trifluoromethoxy) phenyl)ethanamine). Isolated yield 80.0%. RXN SMILES: [F:1][C:2]([F:14])([F:13])[O:3][C:4]1[CH:9]=[CH:8][C:7]([CH2:10][C:11]#[N:12])=[CH:6][CH:5]=1.CO>N.[Ni]>[F:1][C:2]([F:13])([F:14])[O:3][C:4]1[CH:5]=[CH:6][C:7]([CH2:10][CH2:11][NH2:12])=[CH:8][CH:9]=1. Reported procedure: Using analogous conditions as described for the preparation of Intermediate I-17b, 2-(4-(trifluoromethoxy)phenyl)acetonitrile (I-51a: 3.8 g) in methanolic ammonia (50 mL) was reacted with raney nickel (7 g) and methanol (40 mL) to afford 3.1 g of the product (80% yield). The reactants are C1(=CC=CC=C1)OS(=O)(=O)[O-].C[N+](C)(C)C (tetramethylammonium phenylsulfate), S(=O)(=O)(O)[O-].CC1=CC=C(C=C1)[I+]C1=CC=C(C=C1)CC(C)C ((4-methylphenyl)(4′-isobutylphenyl)iodonium hydrogensulfate), C(Cl)Cl (methylene chloride). The solvent is CO (methanol), O (water). Conditions: time 1 hour. Product: C1(=CC=CC=C1)OS(=O)(=O)[O-].CC1=CC=C(C=C1)[I+]C1=CC=C(C=C1)CC(C)C ((4-methylphenyl)(4′-isobutylphenyl)iodonium phenylsulfate). The yield is 89.0%. RXN SMILES: [C:1]1([O:7][S:8]([O-:11])(=[O:10])=[O:9])[CH:6]=[CH:5][CH:4]=[CH:3][CH:2]=1.C[N+](C)(C)C.S([O-])(O)(=O)=O.[CH3:22][C:23]1[CH:28]=[CH:27][C:26]([I+:29][C:30]2[CH:35]=[CH:34][C:33]([CH2:36][CH:37]([CH3:39])[CH3:38])=[CH:32][CH:31]=2)=[CH:25][CH:24]=1.C(Cl)Cl>O.CO>[C:1]1([O:7][S:8]([O-:11])(=[O:10])=[O:9])[CH:2]=[CH:3][CH:4]=[CH:5][CH:6]=1.[CH3:22][C:23]1[CH:24]=[CH:25][C:26]([I+:29][C:30]2[CH:35]=[CH:34][C:33]([CH2:36][CH:37]([CH3:39])[CH3:38])=[CH:32][CH:31]=2)=[CH:27][CH:28]=1 |f:0.1,2.3,7.8|. Procedure details: 0.98 g of the crude tetramethylammonium phenylsulfate, prepared according to the method of Example 1.2, are dissolved in 10 ml of water. 1.48 g of the crude (4-methylphenyl)(4′-isobutylphenyl)iodonium hydrogensulfate, dissolved in 10 ml of methanol, are added to the solution. The mixture is stirred for 1 hour at room temperature. 10 ml of methylene chloride are added to the solution and stirred for additional 3 hours at room temperature. The product is extracted with methylene chloride and the o... The reactants are [Br-], CCCC[N+](CCCC)(CCCC)CCCC, [Na+], C1CCOC1, [OH-], CCOC(=O)CCCCC1CC(n2c3ccccc3c3ccccc32)c2ccccc2N1C(=O)c1ccc(OC)c(OC)c1. Product: COc1ccc(C(=O)N2c3ccccc3C(n3c4ccccc4c4ccccc43)CC2CCCCC(=O)O)cc1OC. RXN SMILES: [Br-:52].[CH3:53][CH2:54][CH2:55][CH2:56][N+:57]([CH2:58][CH2:59][CH2:60][CH3:61])([CH2:62][CH2:63][CH2:64][CH3:65])[CH2:66][CH2:67][CH2:68][CH3:69].[Na+:51].[O:45]1[CH2:46][CH2:47][CH2:48][CH2:49]1.[OH-:50].[cH:1]1[cH:2][cH:3][cH:4][c:5]2[c:6]3[cH:7][cH:8][cH:9][cH:10][c:11]3[n:12]([CH:14]3[CH2:15][CH:16]([CH2:36][CH2:37][CH2:38][CH2:39][C:40](=[O:41])[O:42][CH2:43][CH3:44])[N:17]([C:24]([c:25]4[cH:26][c:27]([O:33][CH3:34])[c:28]([O:31][CH3:32])[cH:29][cH:30]4)=[O:35])[c:18]4[cH:19][cH:20][cH:21][cH:22][c:23]43)[c:13]12>>[cH:1]1[cH:2][cH:3][cH:4][c:5]2[c:6]3[cH:7][cH:8][cH:9][cH:10][c:11]3[n:12]([CH:14]3[CH2:15][CH:16]([CH2:36][CH2:37][CH2:38][CH2:39][C:40](=[O:41])[OH:42])[N:17]([C:24]([c:25]4[cH:26][c:27]([O:33][CH3:34])[c:28]([O:31][CH3:32])[cH:29][cH:30]4)=[O:35])[c:18]4[cH:19][cH:20][cH:21][cH:22][c:23]43)[c:13]12.